From a dataset of the Open Reaction Database (ORD), a public repository of structured organic reaction records. describe an organic reaction: reactants, conditions, products, and yield The reactants are C(C)OC(C=CC1C(N(CCCC1)S(=O)(=O)C1=CC=C(C=C1)OC)C(NO)=O)=O (3-(2-Hydroxycarbamoyl-1-(4-methoxy-benzenesulfonyl)-azepan-3-yl)-acrylic acid ethyl ester), [OH-].[Li+] (lithium hydroxide). The solvent is C1CCOC1 (THF), O (water). Yields the product ONC(=O)C1N(CCCCC1C=CC(=O)O)S(=O)(=O)C1=CC=C(C=C1)OC (3-(2-Hydroxycarbamoyl-1-(4-methoxy-benzenesulfonyl)-azepan-3-yl)-acrylic acid). As a reaction SMILES: C([O:3][C:4](=[O:29])[CH:5]=[CH:6][CH:7]1[CH2:13][CH2:12][CH2:11][CH2:10][N:9]([S:14]([C:17]2[CH:22]=[CH:21][C:20]([O:23][CH3:24])=[CH:19][CH:18]=2)(=[O:16])=[O:15])[CH:8]1[C:25](=[O:28])[NH:26][OH:27])C.[OH-].[Li+]>C1COCC1.O>[OH:27][NH:26][C:25]([CH:8]1[CH:7]([CH:6]=[CH:5][C:4]([OH:29])=[O:3])[CH2:13][CH2:12][CH2:11][CH2:10][N:9]1[S:14]([C:17]1[CH:18]=[CH:19][C:20]([O:23][CH3:24])=[CH:21][CH:22]=1)(=[O:16])=[O:15])=[O:28] |f:1.2|. Reported procedure: To a solution of 3-(2-Hydroxycarbamoyl-1-(4-methoxy-benzenesulfonyl)-azepan-3-yl)-acrylic acid ethyl ester (41 mg, 0.096 mmoL) in 0.96 mL THF and 1.1 mL water was added lithium hydroxide (12 mg, 0.288 mmoL) at ambient temperature. After 3.5 hours the reaction solvent was evaporated under reduced pressure, and the residue was diluted with water and washed twice with diethyl ether. The water layer was acidified to pH=1 and extracted twice with ethyl acetate. The organic layer was washed with brine...